Task: describe an organic reaction: reactants, conditions, products, and yield. Dataset: the Open Reaction Database (ORD), a public repository of structured organic reaction records Run at temperature 90 celsius. Product: BrC=1C=CC(=NC1)OC1COCC1 (5-Bromo-2-(tetrahydro-furan-3-yloxy)-pyridine). Procedure details: To a solution of 5-bromo-2-fluoropyridine (1.5 mL, 14.2 mmol) in DMF (14 mL) was added Cs2CO3 (9.3 g, 28.5 mmol) and 3-hydroxytetrahydrofuran (1.7 mL, 21.3 mmol). The reaction mixture was heated at 90° C. for 3 days then allowed to cool to room temperature (rt). Water was added and product was filtered off, washed with water, and dried under vacuum overnight (3.5 g, 100%). MS (ESI): mass calcd. for C9H10BrNO2, 243.0; m/z found, 244.3, 246.3 [M+H]+. 1H NMR (CDCl3): 8.17 (d, J=2.1 Hz, 1H), 7.64 (d... Reaction SMILES: [Br:1][C:2]1[CH:3]=[CH:4][C:5](F)=[N:6][CH:7]=1.C([O-])([O-])=O.[Cs+].[Cs+].[OH:15][CH:16]1[CH2:20][CH2:19][O:18][CH2:17]1.O>CN(C=O)C>[Br:1][C:2]1[CH:3]=[CH:4][C:5]([O:15][CH:16]2[CH2:20][CH2:19][O:18][CH2:17]2)=[N:6][CH:7]=1 |f:1.2.3|. The reactants are BrC=1C=CC(=NC1)F (5-bromo-2-fluoropyridine), C(=O)([O-])[O-].[Cs+].[Cs+] (Cs2CO3), OC1COCC1 (3-hydroxytetrahydrofuran), O (Water). Solvent: CN(C)C=O (DMF). Reactants: CCOC(C)=O, CCCCCC, CCC=Cc1c(C(C)C)nc(C(C)C)c(CO)c1-c1ccccc1. The product is CCCCc1c(C(C)C)nc(C(C)C)c(CO)c1-c1ccccc1. RXN SMILES: [C:31]([O:32][CH2:33][CH3:34])(=[O:35])[CH3:36].[CH3:25][CH2:26][CH2:27][CH2:28][CH2:29][CH3:30].[CH:1]([CH3:2])([CH3:3])[c:4]1[n:5][c:6]([CH:22]([CH3:23])[CH3:24])[c:7]([CH:18]=[CH:19][CH2:20][CH3:21])[c:8](-[c:12]2[cH:13][cH:14][cH:15][cH:16][cH:17]2)[c:9]1[CH2:10][OH:11]>>[CH:1]([CH3:2])([CH3:3])[c:4]1[n:5][c:6]([CH:22]([CH3:23])[CH3:24])[c:7]([CH2:18][CH2:19][CH2:20][CH3:21])[c:8](-[c:12]2[cH:13][cH:14][cH:15][cH:16][cH:17]2)[c:9]1[CH2:10][OH:11]. The reactants are [N+](=[N-])=C (diazomethane), COC(=O)C=1C=CC=C2C(C(NC12)=O)=O (7-methoxycarbonylisatin), C(C)(=O)O (acetic acid). Run in CCOCC (ether), CCOCC (ether). Reaction conditions: time 3 hour. The product is OC=1C(N(C2=C(C=CC=C2C1)OC)C(=O)O)=O (3-hydroxy-8-methoxycarboxy-2-(1H)-quinolinone). RXN SMILES: [CH3:1][O:2][C:3]([C:5]1[CH:6]=[CH:7][CH:8]=[C:9]2C=1N[C:11](=[O:14])[C:10]2=[O:15])=O.[N+:16](=[CH2:18])=[N-].[C:19]([OH:22])(=[O:21])C>CCOCC>[OH:15][C:10]1[C:11](=[O:14])[N:16]([C:19]([OH:22])=[O:21])[C:18]2[C:8]([CH:9]=1)=[CH:7][CH:6]=[CH:5][C:3]=2[O:2][CH3:1]. Procedure details: A suspension of 7-methoxycarbonylisatin (2.4 g) in ether (50 ml) was treated at 31 5° C. with a solution of diazomethane (1.5 g) in ether (140 ml). The mixture was stirred for 3 hours and acetic acid (3 ml) added. The mixture was filtered and the filtrate concentrated under reduced pressure to give a residue that was purified by column chromatograph (silica gel eluting with dichloromethane/methanol) to give 3-hydroxy-8-methoxycarboxy-2-(1H)-quinolinone (350 mg). This in methanol (10 ml) was trea... Starting materials: ClC1=NC(=NC=C1)SC (4-chloro-2-methylthio-pyrimidine), C(CCC)[Li] (n-butyllithium), BrC1=CC=C(C=C1)C(F)(F)F (4-bromo-benzotrifluorid). Run in CCOCC (ether), CCCCCC (hexane), C(C)OCC (diethylether). Conditions: temperature -30 celsius, time 15 minute. The product is ClC1=NC(=NC(=C1)C1=CC=C(C=C1)C(F)(F)F)SC (4-Chloro-2-methylthio-6-(4-trifluoromethylphenyl)-pyrimidine). Yield: 67.9%. Reaction SMILES: C([Li])CCC.Br[C:7]1[CH:12]=[CH:11][C:10]([C:13]([F:16])([F:15])[F:14])=[CH:9][CH:8]=1.[Cl:17][C:18]1[CH:23]=[CH:22][N:21]=[C:20]([S:24][CH3:25])[N:19]=1>CCCCCC.C(OCC)C>[Cl:17][C:18]1[CH:23]=[C:22]([C:7]2[CH:12]=[CH:11][C:10]([C:13]([F:16])([F:15])[F:14])=[CH:9][CH:8]=2)[N:21]=[C:20]([S:24][CH3:25])[N:19]=1. Procedure details: 31.3 ml 1.6M n-butyllithium in hexane are added at −70° C. to a solution of 11.25 g 4-bromo-benzotrifluorid in 50 ml diethylether. After stirring for 15 min. the solution is warmed to −30° C. and added to a −30° C. cold solution of 8.0 g 4-chloro-2-methylthio-pyrimidine in 50 ml ether. The mixture is stirred for 30 min. at −30° C. and another 30 min. at 0° C., then quenched with a mixture of 3.2 ml acetic acid, 0.5 ml water and 10 ml tetrahydrofuran (THF). Immediately after quenching, a solution... Yields the product CCOC(=O)c1cc(=O)c2ccc(OCCCCl)cc2o1. Reaction SMILES: [Br:18][CH2:19][CH2:20][CH2:21][Cl:22].[C:23](=[O:24])([O-:25])[O-:26].[CH2:1]([CH3:2])[O:3][C:4](=[O:5])[c:6]1[o:7][c:8]2[c:9]([c:10](=[O:12])[cH:11]1)[cH:13][cH:14][c:15]([OH:17])[cH:16]2.[CH3:29][C:30](=[O:31])[CH3:32].[K+:27].[K+:28]>>[CH2:1]([CH3:2])[O:3][C:4](=[O:5])[c:6]1[o:7][c:8]2[c:9]([c:10](=[O:12])[cH:11]1)[cH:13][cH:14][c:15]([O:17][CH2:19][CH2:20][CH2:21][Cl:22])[cH:16]2. Starting materials: ClCCCBr, O=C([O-])[O-], CCOC(=O)c1cc(=O)c2ccc(O)cc2o1, CC(C)=O, [K+], [K+]. The reactants are C(N)(=O)COCCN1CCN(CC1)C(=O)OC(C)(C)C (tert-butyl 4-(2-carbamoylmethoxyethyl)piperazine-1-carboxylate), Cl (hydrochloric acid), O (water). Reaction conditions: temperature 60 celsius. Product: Cl.Cl.N1(CCNCC1)CCOCC(=O)O (2-(1-piperazinyl)ethoxyacetic acid dihydrochloride). Isolated yield 88.0%. As a reaction SMILES: [C:1]([CH2:4][O:5][CH2:6][CH2:7][N:8]1[CH2:13][CH2:12][N:11](C(OC(C)(C)C)=O)[CH2:10][CH2:9]1)(=[O:3])N.[ClH:21].[OH2:22]>>[ClH:21].[ClH:21].[N:8]1([CH2:7][CH2:6][O:5][CH2:4][C:1]([OH:3])=[O:22])[CH2:13][CH2:12][NH:11][CH2:10][CH2:9]1 |f:3.4.5|. Procedure details: 1 g (0.00348 mol) of tert-butyl 4-(2-carbamoylmethoxyethyl)piperazine-1-carboxylate prepared in Example I.4.3. and 2 ml of water are placed in a 10 ml conical flask. 2 ml of 37% hydrochloric acid solution are added and the mixture is heated on an oil bath at 60° C. for 1 hour. The water is eliminated on a rotary evaporator under reduced pressure. The residue is taken up in toluene. After evaporation, 1.1 g of a pale yellow solid are obtained. This finely ground solid is placed in a Buchi sublima...